Dataset: the Open Reaction Database (ORD), a public repository of structured organic reaction records. Task: describe an organic reaction: reactants, conditions, products, and yield Starting materials: C(C)OC(=O)N1CCC2C(CCCC12)(O)C1=CC=C(C=C1)Cl (4-p-chlorophenyl-hexahydro-4-hydroxy-1-indoline carboxylic acid ethyl ester), [H-].[Al+3].[Li+].[H-].[H-].[H-] (lithium aluminum hydride). Run in O1CCCC1 (tetrahydrofuran). Yields the product ClC1=CC=C(C=C1)C1(C2CCN(C2CCC1)C)O (4-p-chlorophenyl-hexahydro-1-methyl-4-indolinol). As a reaction SMILES: C(O[C:4]([N:6]1[CH:14]2[CH:9]([C:10]([C:16]3[CH:21]=[CH:20][C:19]([Cl:22])=[CH:18][CH:17]=3)([OH:15])[CH2:11][CH2:12][CH2:13]2)[CH2:8][CH2:7]1)=O)C.[H-].[Al+3].[Li+].[H-].[H-].[H-]>O1CCCC1>[Cl:22][C:19]1[CH:18]=[CH:17][C:16]([C:10]2([OH:15])[CH2:11][CH2:12][CH2:13][CH:14]3[CH:9]2[CH2:8][CH2:7][N:6]3[CH3:4])=[CH:21][CH:20]=1 |f:1.2.3.4.5.6|. Procedure: 15 g of (3aRS, 4SR, 7aRS)-4-p-chlorophenyl-hexahydro-4-hydroxy-1-indoline carboxylic acid ethyl ester and 4 g of lithium aluminum hydride in 100 ml of tetrahydrofuran were heated at reflux for 15 hours. Any remaining lithium aluminum hydride was destroyed by the addition of water. Partition between water and diethyl ether afforded after separation and working up of the organic phase the title compound as an oil (M.P. of the face base from diethyl ether/petroleum ether 98°-101°). Starting materials: COC=1C=C(C#N)C=CC1 (3-Methoxybenzonitrile), FC(C(=O)N=C(C(F)(F)F)C(F)(F)F)(C(F)(F)F)F (2,2,3,3,3-pentafluoro-N-{2,2,2-trifluoro-1-(trifluoromethyl)ethylidene}propanamide). Run in C(C)OCC (diethyl ether). Run at temperature 60 celsius. Yields the product COC=1C=C(C=CC1)C=1OC(=NC(N1)(C(F)(F)F)C(F)(F)F)C(C(F)(F)F)(F)F (2-(3-Methoxyphenyl)-6-pentafluoroethyl-4,4-bis(trifluoromethyl)-4H-1,3,5-oxadiazine). The yield is 8127.0%. RXN SMILES: [CH3:1][O:2][C:3]1[CH:4]=[C:5]([CH:8]=[CH:9][CH:10]=1)[C:6]#[N:7].[F:11][C:12]([F:29])([C:25]([F:28])([F:27])[F:26])[C:13]([N:15]=[C:16]([C:21]([F:24])([F:23])[F:22])[C:17]([F:20])([F:19])[F:18])=[O:14]>C(OCC)C>[CH3:1][O:2][C:3]1[CH:4]=[C:5]([C:6]2[O:14][C:13]([C:12]([F:11])([F:29])[C:25]([F:26])([F:27])[F:28])=[N:15][C:16]([C:17]([F:18])([F:20])[F:19])([C:21]([F:24])([F:23])[F:22])[N:7]=2)[CH:8]=[CH:9][CH:10]=1. Procedure: 3-Methoxybenzonitrile (1.31 g. 0.01 mole) and 2,2,3,3,3-pentafluoro-N-{2,2,2-trifluoro-1-(trifluoromethyl)ethylidene}propanamide (4.67 g., 0.015 mole) were dissolved in diethyl ether and heated in a glass ampoule to 60° C. for six hours. Solvent was evaporated off and the residue distilled at 119° to 120° C./13 min to give a colorless oil (361 g, 82 percent). PMR (CDCl3), 3.85 s (3H), 7.18 d (1H), 7.40 t (1H), 7.55 s (1H), 7.65 d (1H), 19F NMR, −45.74 (2F), −5.47 (3F), −1.12 (6F). Conditions: time 18 hour. Procedure details: To a solution of 200 mg (0.61 mmol) of quinidine in 5 ml of dry dichloromethane was added 74 ml (0.65 mmol) of ethylisocyanatoacetate. The mixture was allowed to stir magnetically at room temperature for 18 h and concentrated under reduced pressure. The residue was purified on preparative thin layer chromatography (silica, 2 mm) using a mixture of 1:9 ethyl acetate:methanol as the eluent and yielded 130 mg (0.28 mmol, 46%) of (8). MS, IR and NMR data confirmed identity of the compound. The yield is 45.9%. Starting materials: CO (methanol), COC=1C=CC2=C(C1)C(=CC=N2)[C@@H]([C@H]3CC4CCN3C[C@@H]4C=C)O (quinidine), C(C)OC(CN=C=O)=O (ethylisocyanatoacetate). The product is C(C)OC(CNC(=O)O[C@H]([C@H]1C[C@H]2[C@H](CN1CC2)C=C)C2=CC=NC1=CC=C(C=C21)OC)=O ((9S)-[[[(6'-methoxycinchonan-9-yl)oxy]carbonyl]amino]acetic acid ethyl ester). The solvent is ClCCl (dichloromethane). RXN SMILES: [CH3:1][O:2][C:3]1[CH:4]=[CH:5][C:6]2[N:12]=[CH:11][CH:10]=[C:9]([C@H:13]([OH:24])[C@@H:14]3[N:19]4[CH2:20][C@H:21]([CH:22]=[CH2:23])[CH:16]([CH2:17][CH2:18]4)[CH2:15]3)[C:7]=2[CH:8]=1.[CH2:25]([O:27][C:28](=[O:33])[CH2:29][N:30]=[C:31]=[O:32])[CH3:26].CO>ClCCl>[CH2:25]([O:27][C:28](=[O:33])[CH2:29][NH:30][C:31]([O:24][C@@H:13]([C:9]1[C:7]2[C:6](=[CH:5][CH:4]=[C:3]([O:2][CH3:1])[CH:8]=2)[N:12]=[CH:11][CH:10]=1)[C@@H:14]1[N:19]2[CH2:18][CH2:17][C@H:16]([C@@H:21]([CH:22]=[CH2:23])[CH2:20]2)[CH2:15]1)=[O:32])[CH3:26]. The reactants are C(CCC)[Li] (n-butyl lithium), C(C)(C)NC(C)C (diisopropylamine), Cl (hydrochloric acid), BrCC1=CN=C(S1)C(F)(F)F (5-bromomethyl-2-trifluoromethylthiazole), C[Si](OC(C#N)C1=CC=C(C=C1)F)(C)C (2-(trimethylsilyloxy)-2-(4'-fluorophenyl)acetonitrile), C[SiH](C)C (trimethylsilane), F (hydrofluoric acid). Run in O1CCCC1 (tetrahydrofuran), CCCCCC (hexane), CC(=O)C (acetone), CCCCCC (hexane), O1CCCC1 (tetrahydrofuran), CO (methanol), O1CCCC1 (tetrahydrofuran). Run at temperature -70 celsius. Product: FC1=CC=C(C=C1)C(CC1=CN=C(S1)C(F)(F)F)=O (4-Fluorophenyl-2-(2-Trifluoromethyl-5-Thiazolyl)Ethanone). As a reaction SMILES: C([Li])CCC.C(NC(C)C)(C)C.C[Si](C)(C)[O:15][CH:16]([C:19]1[CH:24]=[CH:23][C:22]([F:25])=[CH:21][CH:20]=1)[C:17]#N.BrC[C:30]1[S:34][C:33]([C:35]([F:38])([F:37])[F:36])=[N:32][CH:31]=1.Cl.F.C[SiH](C)C>O1CCCC1.CC(C)=O.CCCCCC.CO>[F:25][C:22]1[CH:23]=[CH:24][C:19]([C:16](=[O:15])[CH2:17][C:30]2[S:34][C:33]([C:35]([F:38])([F:37])[F:36])=[N:32][CH:31]=2)=[CH:20][CH:21]=1. Reported procedure: A solution of 2.4M n-butyl lithium in hexane (6.4 mL, 15.4 mmol) was added to a solution of 2.15 mL (15.4 mmol) of diisopropylamine in 50 mL of dry tetrahydrofuran -10° C. under nitrogen with stirring over a 2-min period. The resulting solution was cooled to -70° C. and a solution containing 3.18 g (14 mmol) of 2-(trimethylsilyloxy)-2-(4'-fluorophenyl)acetonitrile in 3 mL of dry tetrahydrofuran was added dropwise by means of a syringe pump over a 20-min period under nitrogen with stirring. The r...